Dataset: the Open Reaction Database (ORD), a public repository of structured organic reaction records. Task: describe an organic reaction: reactants, conditions, products, and yield Conditions: temperature 100 celsius. Reactants: Cl.BrC1=CC=C(C(NNC)=N)C=C1 (4-bromo-N′-methylbenzimidohydrazide hydrochloride), Sch-1499895, C(C)(=O)OC(C)=O (acetic anhydride). Procedure: A mixture of 4-bromo-N′-methylbenzimidohydrazide hydrochloride 1 (1.7 g) (prepared according to a procedure in synthesis of Sch-1499895) in acetic anhydride (10 ml) was heated at 100° C. for 0.5 hour. After cooling and concentration under reduced pressure, the residue was dissolved in EtOAc, washed with saturated NaHCO3 twice, brine and dried (MgSO4). After evaporation of solvent, the residue was purified on silica gel. Elution with EtOAc gave 3-(4-bromophenyl)-1,5-dimethyl-1H-[1,2,4]-triazole 2... Reaction SMILES: Cl.[Br:2][C:3]1[CH:13]=[CH:12][C:6]([C:7](=[NH:11])[NH:8][NH:9][CH3:10])=[CH:5][CH:4]=1.C(O[C:18](=O)[CH3:19])(=O)C>>[Br:2][C:3]1[CH:4]=[CH:5][C:6]([C:7]2[N:11]=[C:18]([CH3:19])[N:9]([CH3:10])[N:8]=2)=[CH:12][CH:13]=1 |f:0.1|. Product: BrC1=CC=C(C=C1)C1=NN(C(=N1)C)C (3-(4-bromophenyl)-1,5-dimethyl-1H-[1,2,4]-triazole). Reactants: CCCCCC(=O)Cl, CN(C)c1ccncc1, COc1ccc(COc2cccc(C(=O)Nc3ccccc3S(N)(=O)=O)c2)cc1, C1CCOC1. Yields the product CCCCCC(=O)NS(=O)(=O)c1ccccc1NC(=O)c1cccc(OCc2ccc(OC)cc2)c1. RXN SMILES: [C:1]([CH2:2][CH2:3][CH2:4][CH2:5][CH3:6])(=[O:7])[Cl:8].[CH3:38][N:39]([CH3:40])[c:41]1[cH:42][cH:43][n:44][cH:45][cH:46]1.[CH3:9][O:10][c:11]1[cH:12][cH:13][c:14]([CH2:15][O:16][c:17]2[cH:18][c:19]([C:20](=[O:21])[NH:22][c:23]3[c:24]([S:29]([NH2:30])(=[O:31])=[O:32])[cH:25][cH:26][cH:27][cH:28]3)[cH:33][cH:34][cH:35]2)[cH:36][cH:37]1.[O:47]1[CH2:48][CH2:49][CH2:50][CH2:51]1>>[C:1]([CH2:2][CH2:3][CH2:4][CH2:5][CH3:6])(=[O:7])[NH:30][S:29]([c:24]1[c:23]([NH:22][C:20]([c:19]2[cH:18][c:17]([O:16][CH2:15][c:14]3[cH:13][cH:12][c:11]([O:10][CH3:9])[cH:37][cH:36]3)[cH:35][cH:34][cH:33]2)=[O:21])[cH:28][cH:27][cH:26][cH:25]1)(=[O:31])=[O:32]. Starting materials: CC(=O)OC(C)=O, CN(C)Cc1cc(C(C)(C)C)c(O)c(C(C)(C)C)c1, COP(OC)OC. The product is COP(=O)(Cc1cc(C(C)(C)C)c(O)c(C(C)(C)C)c1)OC. As a reaction SMILES: [CH3:27][C:28]([O:29][C:30](=[O:31])[CH3:32])=[O:33].[OH:1][c:2]1[c:3]([C:16]([CH3:17])([CH3:18])[CH3:19])[cH:4][c:5]([CH2:6][N:7]([CH3:8])[CH3:9])[cH:10][c:11]1[C:12]([CH3:13])([CH3:14])[CH3:15].[P:20]([O:21][CH3:22])([O:23][CH3:24])[O:25][CH3:26]>>[OH:1][c:2]1[c:3]([C:16]([CH3:17])([CH3:18])[CH3:19])[cH:4][c:5]([CH2:6][P:20]([O:21][CH3:22])([O:23][CH3:24])=[O:25])[cH:10][c:11]1[C:12]([CH3:13])([CH3:14])[CH3:15]. The reactants are C(C)(=O)NS(=O)(=O)C=1C(=C(C=C(C(=O)O)C1)NCC1=CC=CC=C1)OC1=CC=CC=C1 (5-acetylsulphamyl-3-benzylamino-4-phenoxy-benzoic acid), Cl (hydrochloric acid), Cl (hydrochloric acid), [OH-].[Na+] (sodium hydroxide). Run in C(C)O (ethanol). Yields the product C(C1=CC=CC=C1)NC=1C=C(C(=O)O)C=C(C1OC1=CC=CC=C1)S(N)(=O)=O (3-benzylamino-4-phenoxy-5-sulphamyl-benzoic acid). Reaction SMILES: C([NH:4][S:5]([C:8]1[C:9]([O:25][C:26]2[CH:31]=[CH:30][CH:29]=[CH:28][CH:27]=2)=[C:10]([NH:17][CH2:18][C:19]2[CH:24]=[CH:23][CH:22]=[CH:21][CH:20]=2)[CH:11]=[C:12]([CH:16]=1)[C:13]([OH:15])=[O:14])(=[O:7])=[O:6])(=O)C.Cl.[OH-].[Na+]>C(O)C>[CH2:18]([NH:17][C:10]1[CH:11]=[C:12]([CH:16]=[C:8]([S:5](=[O:7])(=[O:6])[NH2:4])[C:9]=1[O:25][C:26]1[CH:27]=[CH:28][CH:29]=[CH:30][CH:31]=1)[C:13]([OH:15])=[O:14])[C:19]1[CH:20]=[CH:21][CH:22]=[CH:23][CH:24]=1 |f:2.3|. Reported procedure: A mixture of 5-acetylsulphamyl-3-benzylamino-4-phenoxy-benzoic acid (1 g), ethanol (20 ml), and 4N hydrochloric acid (5ml) was refluxed for 2.5 hours. Then 2N sodium hydroxide (15 ml) was added, and the reaction mixture was heated on a steam bath for 30 minutes. After cooling, the pH was adjusted to 2.5 by addition of 4N hydrochloric acid, and the precipitated 3-benzylamino-4-phenoxy-5-sulphamyl-benzoic acid was isolated by filtation. After recrystallization from aqueous ethanol and drying, the ... Reactants: COC=1C=C(C=CC1OC)S(=O)(=O)N1C=2C=CC=CC2C2=CC=C(C=C2C1C)F (5-[(3,4-dimethoxyphenyl)sulfonyl]-8-fluoro-6-methyl-5,6-dihydrophenanthridine), C1=CCCCC1 (cyclohexene), B(Br)(Br)Br (boron tribromide), ClCCl (dichloromethane). The product is FC=1C=C2C(N(C=3C=CC=CC3C2=CC1)S(=O)(=O)C=1C=C(C(=CC1)O)O)C (4-[(8-fluoro-6-methylphenanthridin-5(6H)-yl)sulfonyl]benzene-1,2-diol). Isolated yield 49.7%. RXN SMILES: C[O:2][C:3]1[CH:4]=[C:5]([S:11]([N:14]2[CH:27]([CH3:28])[C:26]3[C:21](=[CH:22][CH:23]=[C:24]([F:29])[CH:25]=3)[C:20]3[CH:19]=[CH:18][CH:17]=[CH:16][C:15]2=3)(=[O:13])=[O:12])[CH:6]=[CH:7][C:8]=1[O:9]C.C1CCCCC=1.B(Br)(Br)Br.ClCCl>>[F:29][C:24]1[CH:25]=[C:26]2[C:21](=[CH:22][CH:23]=1)[C:20]1[CH:19]=[CH:18][CH:17]=[CH:16][C:15]=1[N:14]([S:11]([C:5]1[CH:4]=[C:3]([OH:2])[C:8]([OH:9])=[CH:7][CH:6]=1)(=[O:13])=[O:12])[CH:27]2[CH3:28]. Reported procedure: The title compound was prepared from 5-[(3,4-dimethoxyphenyl)sulfonyl]-8-fluoro-6-methyl-5,6-dihydrophenanthridine (0.50 g, 1.2 mmol), cyclohexene (4.4 mL, 44 mmol), and 1 M boron tribromide in dichloromethane (14.5 mL, 14.5 mmol) according to the procedure and in the same manner as described in Example 47, Step b. The crude product was purified by flash column chromatography on silica gel, eluting with a mixture of ethyl acetate-hexane (1:1 to 7:3 gradient), followed by re-crystallization from ...